This data is from the Open Reaction Database (ORD), a public repository of structured organic reaction records. The task is: describe an organic reaction: reactants, conditions, products, and yield Reactants: solution, Cl (hydrogen chloride), O[C@@H]1CC(N(C1)C)COC1=C(C=CC=C1)CCC1=CC=CC=C1 ((4R)-4-hydroxy-1-methyl-2-[2-(2-phenylethyl)phenoxymethyl]pyrrolidine). Run in O1CCOCC1 (dioxane), O1CCOCC1 (dioxane). The product is Cl.O[C@@H]1CC(N(C1)C)COC1=C(C=CC=C1)CCC1=CC=CC=C1 ((4R)-4-Hydroxy-1-methyl-2-[2-(2-phenylethyl)phenoxymethyl]pyrrolidine hydrochloride). Yield: 55.0%. RXN SMILES: [ClH:1].[OH:2][C@H:3]1[CH2:7][N:6]([CH3:8])[CH:5]([CH2:9][O:10][C:11]2[CH:16]=[CH:15][CH:14]=[CH:13][C:12]=2[CH2:17][CH2:18][C:19]2[CH:24]=[CH:23][CH:22]=[CH:21][CH:20]=2)[CH2:4]1>O1CCOCC1>[ClH:1].[OH:2][C@H:3]1[CH2:7][N:6]([CH3:8])[CH:5]([CH2:9][O:10][C:11]2[CH:16]=[CH:15][CH:14]=[CH:13][C:12]=2[CH2:17][CH2:18][C:19]2[CH:20]=[CH:21][CH:22]=[CH:23][CH:24]=2)[CH2:4]1 |f:3.4|. Procedure details: 0.36 ml of a 4N solution of hydrogen chloride in dioxane was added to a solution of 150 mg of (4R)-4-hydroxy-1-methyl-2-[2-(2-phenylethyl)phenoxymethyl]pyrrolidine [prepared as described in step (a) above] in a suitable amount of dioxane, and the resulting mixture was concentrated by distillation under reduced pressure. The resulting solid residue was recrystallized from ethyl acetate, to give 91.6 mg (yield 55%) of the title compound as colorless crystals, melting at 97°-99° C.